This data is from the Open Reaction Database (ORD), a public repository of structured organic reaction records. The task is: describe an organic reaction: reactants, conditions, products, and yield The reactants are CCOC(=O)C1CCCN(CCOC=C(c2cccc(OC)c2)c2ccccc2C)C1, CCO, Cl, [Na+], [OH-]. Product: Cl, COc1cccc(C(=COCCN2CCCC(C(=O)O)C2)c2ccccc2C)c1. As a reaction SMILES: [CH2:1]([CH3:2])[O:3][C:4](=[O:5])[CH:6]1[CH2:7][N:8]([CH2:12][CH2:13][O:14][CH:15]=[C:16]([c:17]2[c:18]([CH3:23])[cH:19][cH:20][cH:21][cH:22]2)[c:24]2[cH:25][c:26]([O:30][CH3:31])[cH:27][cH:28][cH:29]2)[CH2:9][CH2:10][CH2:11]1.[CH3:35][CH2:36][OH:37].[ClH:34].[Na+:33].[OH-:32]>>[ClH:34].[O:3]=[C:4]([OH:5])[CH:6]1[CH2:7][N:8]([CH2:12][CH2:13][O:14][CH:15]=[C:16]([c:17]2[c:18]([CH3:23])[cH:19][cH:20][cH:21][cH:22]2)[c:24]2[cH:25][c:26]([O:30][CH3:31])[cH:27][cH:28][cH:29]2)[CH2:9][CH2:10][CH2:11]1. Starting materials: [Al+3], CCOC(C)=O, [H-], [H-], [H-], [H-], [Li+], [Na+], [Na+], C1CCOC1, O, O, O, O, O, O, O, O, O, O, O=S(=O)([O-])[O-], CCOC(=O)c1cn(-c2ccccc2)nc1OCc1ccc(OCc2nc(-c3ccco3)oc2C)c(OC)c1. Product: COc1cc(COc2nn(-c3ccccc3)cc2CO)ccc1OCc1nc(-c2ccco2)oc1C. RXN SMILES: [Al+3:41].[CH3:68][CH2:69][O:70][C:71](=[O:72])[CH3:73].[H-:40].[H-:43].[H-:44].[H-:45].[Li+:42].[Na+:61].[Na+:62].[O:63]1[CH2:64][CH2:65][CH2:66][CH2:67]1.[OH2:46].[OH2:47].[OH2:48].[OH2:49].[OH2:50].[OH2:51].[OH2:52].[OH2:53].[OH2:54].[OH2:55].[S:56]([O-:57])([O-:58])(=[O:59])=[O:60].[o:1]1[c:2](-[c:6]2[o:7][c:8]([CH3:39])[c:9]([CH2:11][O:12][c:13]3[c:14]([O:37][CH3:38])[cH:15][c:16]([CH2:17][O:18][c:19]4[n:20][n:21](-[c:29]5[cH:30][cH:31][cH:32][cH:33][cH:34]5)[cH:22][c:23]4[C:24](=[O:25])[O:26][CH2:27][CH3:28])[cH:35][cH:36]3)[n:10]2)[cH:3][cH:4][cH:5]1>>[o:1]1[c:2](-[c:6]2[o:7][c:8]([CH3:39])[c:9]([CH2:11][O:12][c:13]3[c:14]([O:37][CH3:38])[cH:15][c:16]([CH2:17][O:18][c:19]4[n:20][n:21](-[c:29]5[cH:30][cH:31][cH:32][cH:33][cH:34]5)[cH:22][c:23]4[CH2:24][OH:25])[cH:35][cH:36]3)[n:10]2)[cH:3][cH:4][cH:5]1. Starting materials: CCOC(=O)C(Cc1c(C)oc2c([N+](=O)[O-])cccc12)C(C)=O, CCO. Product: CC(=O)CCc1c(C)oc2c([N+](=O)[O-])cccc12. Reaction SMILES: [CH2:1]([O:2][C:3](=[O:4])[CH:6]([CH2:7][c:8]1[c:9]2[c:10]([o:11][c:12]1[CH3:13])[c:14]([N+:18](=[O:19])[O-:20])[cH:15][cH:16][cH:17]2)[C:21]([CH3:22])=[O:23])[CH3:5].[CH3:24][CH2:25][OH:26]>>[CH2:6]([CH2:7][c:8]1[c:9]2[c:10]([o:11][c:12]1[CH3:13])[c:14]([N+:18](=[O:19])[O-:20])[cH:15][cH:16][cH:17]2)[C:21]([CH3:22])=[O:23]. The reactants are ClC1=CC(=C2C(=N1)N(C=N2)CC2=C(C(=CC=C2)C(F)(F)F)C)OC (5-chloro-7-(methyloxy)-3-{[2-methyl-3-(trifluoromethyl)phenyl]methyl}-3H-imidazo[4,5-b]pyridine), 7-hydroxy, N1CCOCC1 (morpholine). Reaction conditions: time 3 hour. The product is CC1=C(CN2C=NC=3C2=NC(=CC3O)N3CCOCC3)C=CC=C1C(F)(F)F (3-(2-methyl-3-(trifluoromethyl)benzyl)-5-morpholino-3H-imidazo[4,5-b]pyridin-7-ol). As a reaction SMILES: Cl[C:2]1[N:7]=[C:6]2[N:8]([CH2:11][C:12]3[CH:17]=[CH:16][CH:15]=[C:14]([C:18]([F:21])([F:20])[F:19])[C:13]=3[CH3:22])[CH:9]=[N:10][C:5]2=[C:4]([O:23]C)[CH:3]=1.[NH:25]1[CH2:30][CH2:29][O:28][CH2:27][CH2:26]1>>[CH3:22][C:13]1[C:14]([C:18]([F:21])([F:20])[F:19])=[CH:15][CH:16]=[CH:17][C:12]=1[CH2:11][N:8]1[C:6]2=[N:7][C:2]([N:25]3[CH2:30][CH2:29][O:28][CH2:27][CH2:26]3)=[CH:3][C:4]([OH:23])=[C:5]2[N:10]=[CH:9]1. Procedure: 5-chloro-7-(methyloxy)-3-{[2-methyl-3-(trifluoromethyl)phenyl]methyl}-3H-imidazo[4,5-b]pyridine (45 mg, 0.126 mmol) was suspended in 1.5 mL of morpholine in a microwave vial and the mixture was irradiated in a microwave oven at 130° C. for 45 min, then for additional 3 h, another 3 h and then additional 12 h. Product is slowly forming (as observed by LC/MS) going through the formation of the 7-hydroxy derivative first. The mixture was then irradiated for 3 h at 200° C., to provide complete conve... Product: COc1c(O)ccc2cc(-c3ccc(O)cc3)ccc12. Reactants: Oc1ccc(-c2ccc3c(Br)c(O)ccc3c2)cc1, C[O-], Cl, [Na+], CN(C)C=O. As a reaction SMILES: [Br:1][c:2]1[c:3]([OH:19])[cH:4][cH:5][c:6]2[cH:7][c:8](-[c:12]3[cH:13][cH:14][c:15]([OH:18])[cH:16][cH:17]3)[cH:9][cH:10][c:11]12.[CH3:20][O-:21].[ClH:23].[Na+:22].[O:24]=[CH:25][N:26]([CH3:27])[CH3:28]>>[c:2]1([O:21][CH3:20])[c:3]([OH:19])[cH:4][cH:5][c:6]2[cH:7][c:8](-[c:12]3[cH:13][cH:14][c:15]([OH:18])[cH:16][cH:17]3)[cH:9][cH:10][c:11]12. The product is CC(C)Cc1ccc(C#N)cc1C(F)(F)F. RXN SMILES: [Br:21][Mg:22][CH2:23][CH:24]([CH3:25])[CH3:26].[CH2:28]1[O:29][CH2:30][CH2:31][CH2:32]1.[CH3:14][N:15]1[C:16](=[O:17])[CH2:18][CH2:19][CH2:20]1.[CH3:33][CH2:34][O:35][CH2:36][CH3:37].[Cl:1][c:2]1[c:3]([C:10]([F:11])([F:12])[F:13])[cH:4][c:5]([C:6]#[N:7])[cH:8][cH:9]1.[ClH:27]>>[c:2]1([CH2:23][CH:24]([CH3:25])[CH3:26])[c:3]([C:10]([F:11])([F:12])[F:13])[cH:4][c:5]([C:6]#[N:7])[cH:8][cH:9]1. The reactants are CC(C)C[Mg]Br, C1CCOC1, CN1CCCC1=O, CCOCC, N#Cc1ccc(Cl)c(C(F)(F)F)c1, Cl. The reactants are FC(C=1C=NNC1)(F)F (4-(trifluoromethyl)-1H-pyrazole), BrCC(=O)OC(C)(C)C (tert butyl bromoacetate). Yields the product C(C)(C)(C)OC(CN1N=CC(=C1)C(F)(F)F)=O (tert-Butyl[4-(trifluoromethyl)-1H-pyrazol-1-yl]acetate). Isolated yield 24.0%. RXN SMILES: [F:1][C:2]([F:9])([F:8])[C:3]1[CH:4]=[N:5][NH:6][CH:7]=1.Br[CH2:11][C:12]([O:14][C:15]([CH3:18])([CH3:17])[CH3:16])=[O:13]>>[C:15]([O:14][C:12](=[O:13])[CH2:11][N:5]1[CH:4]=[C:3]([C:2]([F:9])([F:8])[F:1])[CH:7]=[N:6]1)([CH3:18])([CH3:17])[CH3:16]. Procedure details: The title compound was prepared according to the method described for Preparation 75 using 4-(trifluoromethyl)-1H-pyrazole and tert butyl bromoacetate to afford the title compound as a yellow solid (24%, 1.32 g).